Dataset: the Open Reaction Database (ORD), a public repository of structured organic reaction records. Task: describe an organic reaction: reactants, conditions, products, and yield The reactants are [Li] (lithium), COC(C1=CC=C(C=C1)S(=O)(=O)N1C=C(C2=CC=CC=C12)C1CC1)=O (4-(3-cyclopropyl-indole-1-sulfonyl)-benzoic acid methyl ester), O1CCOCC1 (dioxane), Cl (HCl). Solvent: O (water), O (water). Run at time 4 hour. Product: C1(CC1)C1=CN(C2=CC=CC=C12)S(=O)(=O)C1=CC=C(C(=O)O)C=C1 (4-(3-Cyclopropyl-indole-1-sulfonyl)-benzoic acid). The yield is 92.8%. As a reaction SMILES: [Li].C[O:3][C:4](=[O:26])[C:5]1[CH:10]=[CH:9][C:8]([S:11]([N:14]2[C:22]3[C:17](=[CH:18][CH:19]=[CH:20][CH:21]=3)[C:16]([CH:23]3[CH2:25][CH2:24]3)=[CH:15]2)(=[O:13])=[O:12])=[CH:7][CH:6]=1.O1CCOCC1.Cl>O>[CH:23]1([C:16]2[C:17]3[C:22](=[CH:21][CH:20]=[CH:19][CH:18]=3)[N:14]([S:11]([C:8]3[CH:7]=[CH:6][C:5]([C:4]([OH:26])=[O:3])=[CH:10][CH:9]=3)(=[O:12])=[O:13])[CH:15]=2)[CH2:24][CH2:25]1 |^1:0|. Procedure details: Add lithium hydroxidemonohydrate (181 mg, 4.31 mmol) to a solution of 4-(3-cyclopropyl-indole-1-sulfonyl)-benzoic acid methyl ester (505 mg, 1.42 mmol) in 3:1 dioxane:water (6.0 mL). Stir the mixture at RT for 4 h, dilute with water (80 mL) and add 1N HCl until mixture reaches pH 2. Collect the white solid by filtration and dry overnight under vacuum to give the title compound (450 mg, 93%). MS (ES) 341.9 (M+1)+, 340.1 (M−1)−. Reactants: CCc1cc(C(=O)O)c(OC(C)=O)cc1C, O=S(Cl)Cl, c1ccccc1. Yields the product CCc1cc(C(=O)Cl)c(OC(C)=O)cc1C. RXN SMILES: [C:1]([CH3:2])(=[O:3])[O:4][c:5]1[c:6]([C:7](=[O:8])[OH:9])[cH:10][c:11]([CH2:15][CH3:16])[c:12]([CH3:14])[cH:13]1.[S:17]([Cl:18])([Cl:19])=[O:20].[cH:21]1[cH:22][cH:23][cH:24][cH:25][cH:26]1>>[C:1]([CH3:2])(=[O:3])[O:4][c:5]1[c:6]([C:7](=[O:8])[Cl:19])[cH:10][c:11]([CH2:15][CH3:16])[c:12]([CH3:14])[cH:13]1. The reactants are ClN1C(CCC1=O)=O (N-chlorosuccinimide), CNC=1C=CC=2C(N(C(C3=CC=CC1C23)=O)C2CCN(CC2)C)=O (2,3-dihydro-6-methylamino-2-(1-methylpiperidin-4-yl)-1H-benz[de]isoquinoline-1,3-dione). Solvent: CN(C=O)C (N,N-dimethylformamide). Reaction conditions: time 1 hour. The product is ClC=1C(=C2C3=C(C(N(C(C3=CC=C2)=O)C2CCN(CC2)C)=O)C1)NC (5-chloro-2,3-dihydro-6-methylamino-2-(1-methylpiperidin-4-yl)-1H-benz[de]isoquinoline-1,3-dione). Yield: 91.7%. As a reaction SMILES: [Cl:1]N1C(=O)CCC1=O.[CH3:9][NH:10][C:11]1[CH:12]=[CH:13][C:14]2[C:15](=[O:32])[N:16]([CH:25]3[CH2:30][CH2:29][N:28]([CH3:31])[CH2:27][CH2:26]3)[C:17](=[O:24])[C:18]3[C:23]=2[C:22]=1[CH:21]=[CH:20][CH:19]=3>CN(C)C=O>[Cl:1][C:12]1[C:11]([NH:10][CH3:9])=[C:22]2[CH:21]=[CH:20][CH:19]=[C:18]3[C:23]2=[C:14]([CH:13]=1)[C:15](=[O:32])[N:16]([CH:25]1[CH2:30][CH2:29][N:28]([CH3:31])[CH2:27][CH2:26]1)[C:17]3=[O:24]. Procedure: A slurry of N-chlorosuccinimide (0.255 g; 1.90 mmol) and 2,3-dihydro-6-methylamino-2-(1-methylpiperidin-4-yl)-1H-benz[de]isoquinoline-1,3-dione (0.65 g; 1.80 mmol), prepared as in Example 5, in N,N-dimethylformamide (12 mL) was stirred approximately 72 hours. The solvent was removed and acetone (approximately 25 mL) was added to the residue. The acetone mixture was heated to boiling and then stirred for 1 hour at room temperature. The solid was collected from the mixture, stirred again in aceton... Starting materials: Cl (hydrochloric acid), FC1=C(C=CC(=C1NC1=NC=CC=C1C1=C2N=CN(C2=NC=N1)C1OCCCC1)F)NS(=O)(=O)C=1C=2C=CN(C2C=CC1)C (N-(2,4-difluoro-3-(3-(9-(tetrahydro-2H-pyran-2-yl)-9H-purin-6-yl)pyridin-2-ylamino)phenyl)-1-methyl-1H-indole-4-sulfonamide). Conditions: time 2 hour. Product: N1=CN=C2NC=NC2=C1C=1C(=NC=CC1)NC=1C(=C(C=CC1F)NS(=O)(=O)C=1C=2C=CN(C2C=CC1)C)F (N-(3-(3-(9H-purin-6-yl)pyridin-2-ylamino)-2,4-difluorophenyl)-1-methyl-1H-indole-4-sulfonamide). As a reaction SMILES: Cl.[F:2][C:3]1[C:8]([NH:9][C:10]2[C:15]([C:16]3[N:24]=[CH:23][N:22]=[C:21]4[C:17]=3[N:18]=[CH:19][N:20]4C3CCCCO3)=[CH:14][CH:13]=[CH:12][N:11]=2)=[C:7]([F:31])[CH:6]=[CH:5][C:4]=1[NH:32][S:33]([C:36]1[C:37]2[CH:38]=[CH:39][N:40]([CH3:45])[C:41]=2[CH:42]=[CH:43][CH:44]=1)(=[O:35])=[O:34]>>[N:24]1[C:16]([C:15]2[C:10]([NH:9][C:8]3[C:3]([F:2])=[C:4]([NH:32][S:33]([C:36]4[C:37]5[CH:38]=[CH:39][N:40]([CH3:45])[C:41]=5[CH:42]=[CH:43][CH:44]=4)(=[O:34])=[O:35])[CH:5]=[CH:6][C:7]=3[F:31])=[N:11][CH:12]=[CH:13][CH:14]=2)=[C:17]2[C:21]([NH:20][CH:19]=[N:18]2)=[N:22][CH:23]=1. Procedure details: 1M aqueous hydrochloric acid solution was added into the N-(2,4-difluoro-3-(3-(9-(tetrahydro-2H-pyran-2-yl)-9H-purin-6-yl)pyridin-2-ylamino)phenyl)-1-methyl-1H-indole-4-sulfonamide (20 mg, 0.033 mmol) prepared at Step 10 and stirred for 2 hours. After the reaction, the reactant was washed with an aqueous solution of sodium hydrogen carbonate and salt water. After extraction with ethylacetate, the organic layer was dried with sulfuric anhydride magnesium and vacuum concentrated, and then refined ... Reactants: C1(CCCCC1)N=C=NC1CCCCC1 (dicyclohexylcarbodiimide), C(CCCCCCC)C1=C(C(=C(C=C1)O)F)F (4-octyl-2,3-difluorophenol), C(CCC)[C@@H]1CC[C@H](CC1)C(=O)O (trans-4-butylcyclohexanecarboxylic acid). Reagents/catalysts: CN(C1=CC=NC=C1)C (4-dimethylaminopyridine). Solvent: C(Cl)Cl (methylene chloride), C(Cl)Cl (methylene chloride). Yields the product C(CCC)[C@@H]1CC[C@H](CC1)C(=O)OC1=C(C(=C(C=C1)CCCCCCCC)F)F (2,3-difluoro-4-octylphenyl trans-4-butylcyclohexanoate). Reaction SMILES: [CH2:1]([C:9]1[CH:14]=[CH:13][C:12]([OH:15])=[C:11]([F:16])[C:10]=1[F:17])[CH2:2][CH2:3][CH2:4][CH2:5][CH2:6][CH2:7][CH3:8].[CH2:18]([C@H:22]1[CH2:27][CH2:26][C@H:25]([C:28](O)=[O:29])[CH2:24][CH2:23]1)[CH2:19][CH2:20][CH3:21].C1(N=C=NC2CCCCC2)CCCCC1>CN(C)C1C=CN=CC=1.C(Cl)Cl>[CH2:18]([C@H:22]1[CH2:23][CH2:24][C@H:25]([C:28]([O:15][C:12]2[CH:13]=[CH:14][C:9]([CH2:1][CH2:2][CH2:3][CH2:4][CH2:5][CH2:6][CH2:7][CH3:8])=[C:10]([F:17])[C:11]=2[F:16])=[O:29])[CH2:26][CH2:27]1)[CH2:19][CH2:20][CH3:21]. Procedure details: 0.1 mol of this phenol, 0.1 mol of trans-4-butylcyclohexanecarboxylic acid and 0.01 mol of 4-dimethylaminopyridine are initially introduced into 150 ml of methylene chloride, a solution of 0.1 mol of dicyclohexylcarbodiimide in 30 ml of methylene chloride is added dropwise at 10°, while stirring, and the mixture is then subsequently stirred at room temperature for 15 hours. The mixture is filtered over silica gel with suction and the solvent is evaporated off to give 2,3-difluoro-4-octylphenyl t...